From a dataset of the Open Reaction Database (ORD), a public repository of structured organic reaction records. describe an organic reaction: reactants, conditions, products, and yield Starting materials: COc1cncnc1N1CCN(CCCc2cn([Si](C(C)C)(C(C)C)C(C)C)c3ccc(-c4c(NC(C)C)c(=O)c4=O)cc23)CC1, CCO, CC#N, F. Product: COc1cncnc1N1CCN(CCCc2c[nH]c3ccc(-c4c(NC(C)C)c(=O)c4=O)cc23)CC1. RXN SMILES: [CH3:1][O:2][c:3]1[c:4]([N:9]2[CH2:10][CH2:11][N:12]([CH2:15][CH2:16][CH2:17][c:18]3[cH:19][n:20]([Si:37]([CH:38]([CH3:39])[CH3:40])([CH:41]([CH3:42])[CH3:43])[CH:44]([CH3:45])[CH3:46])[c:21]4[cH:22][cH:23][c:24](-[c:27]5[c:28](=[O:36])[c:29](=[O:35])[c:30]5[NH:31][CH:32]([CH3:33])[CH3:34])[cH:25][c:26]34)[CH2:13][CH2:14]2)[n:5][cH:6][n:7][cH:8]1.[CH3:48][CH2:49][OH:50].[CH3:51][C:52]#[N:53].[FH:47]>>[CH3:1][O:2][c:3]1[c:4]([N:9]2[CH2:10][CH2:11][N:12]([CH2:15][CH2:16][CH2:17][c:18]3[cH:19][nH:20][c:21]4[cH:22][cH:23][c:24](-[c:27]5[c:28](=[O:36])[c:29](=[O:35])[c:30]5[NH:31][CH:32]([CH3:33])[CH3:34])[cH:25][c:26]34)[CH2:13][CH2:14]2)[n:5][cH:6][n:7][cH:8]1. Starting materials: CC(=O)c1ccc(N(Cc2ccsc2)C2CCN(C(C)CCNC(=O)c3c(C)ncnc3C)CC2)cc1, CC(=O)[O-], CO, Cl, [Na+], CON. The product is CON=C(C)c1ccc(N(Cc2ccsc2)C2CCN(C(C)CCNC(=O)c3c(C)ncnc3C)CC2)cc1. RXN SMILES: [C:1]([CH3:2])(=[O:3])[c:4]1[cH:5][cH:6][c:7]([N:10]([CH:11]2[CH2:12][CH2:13][N:14]([CH:17]([CH2:18][CH2:19][NH:20][C:21](=[O:22])[c:23]3[c:24]([CH3:30])[n:25][cH:26][n:27][c:28]3[CH3:29])[CH3:31])[CH2:15][CH2:16]2)[CH2:32][c:33]2[cH:34][s:35][cH:36][cH:37]2)[cH:8][cH:9]1.[C:42]([O-:43])(=[O:44])[CH3:45].[CH3:47][OH:48].[ClH:38].[Na+:46].[O:39]([CH3:40])[NH2:41]>>[C:1]([CH3:2])([c:4]1[cH:5][cH:6][c:7]([N:10]([CH:11]2[CH2:12][CH2:13][N:14]([CH:17]([CH2:18][CH2:19][NH:20][C:21](=[O:22])[c:23]3[c:24]([CH3:30])[n:25][cH:26][n:27][c:28]3[CH3:29])[CH3:31])[CH2:15][CH2:16]2)[CH2:32][c:33]2[cH:34][s:35][cH:36][cH:37]2)[cH:8][cH:9]1)=[N:41][O:39][CH3:40]. The product is ClC1=NC(=CC2=C1N=CN2C(C)C)Cl (4,6-dichloro-1-isopropyl-1H-imidazo[4,5-c]pyridine). Reported procedure: Following the procedure of Example 15b, 4,6-dichloro-1H-imidazo[4,5-c]pyridine (J. Het. Chem. 1965, 196-201) (0.19 g, 1.0 mmol) was reacted with 2-iodopropane. The residue was purified by silica gel chromatography (25 to 35% ethyl acetate in hexane eluant) to afford the title compound as a solid. MS m/z 230.2 (M+1). As a reaction SMILES: [Cl:1][C:2]1[C:7]2[N:8]=[CH:9][NH:10][C:6]=2[CH:5]=[C:4]([Cl:11])[N:3]=1.I[CH:13]([CH3:15])[CH3:14]>>[Cl:1][C:2]1[C:7]2[N:8]=[CH:9][N:10]([CH:13]([CH3:15])[CH3:14])[C:6]=2[CH:5]=[C:4]([Cl:11])[N:3]=1. Reactants: ClC1=NC(=CC2=C1N=CN2)Cl (4,6-dichloro-1H-imidazo[4,5-c]pyridine), IC(C)C (2-iodopropane). Starting materials: NC1=CC=C(C=C1)C1CCC(CC1)=O (4-(4-amino-phenyl)-cyclohexanone), C1CC(=O)N(C1=O)Br (NBS). Run in C(Cl)Cl (CH2Cl2). Product: NC1=C(C=C(C=C1)C1CCC(CC1)=O)Br (4-(4-Amino-3-bromo-phenyl)-cyclohexanone). As a reaction SMILES: [NH2:1][C:2]1[CH:7]=[CH:6][C:5]([CH:8]2[CH2:13][CH2:12][C:11](=[O:14])[CH2:10][CH2:9]2)=[CH:4][CH:3]=1.C1C(=O)N([Br:22])C(=O)C1>C(Cl)Cl>[NH2:1][C:2]1[CH:3]=[CH:4][C:5]([CH:8]2[CH2:9][CH2:10][C:11](=[O:14])[CH2:12][CH2:13]2)=[CH:6][C:7]=1[Br:22]. Reported procedure: The title compound was prepared from 4-(4-amino-phenyl)-cyclohexanone (as prepared in the previous step) by bromination with NBS according to the procedure in Example 4, step (b), replacing CH3CN with CH2Cl2. Mass spectrum (ESI, m/z): Calcd. for C12H14NOBr, 268.0/270.0 (M+H). found 268.3/270.2. Reactants: C(#N)C1=C(C(=O)O)C=CC=C1 (2-cyanobenzoic acid), S(=O)(Cl)Cl (thionyl chloride). Yields the product C(#N)C1=C(C(=O)Cl)C=CC=C1 (2-cyanobenzoyl chloride). Reaction SMILES: [C:1]([C:3]1[CH:11]=[CH:10][CH:9]=[CH:8][C:4]=1[C:5](O)=[O:6])#[N:2].S(Cl)([Cl:14])=O>>[C:1]([C:3]1[CH:11]=[CH:10][CH:9]=[CH:8][C:4]=1[C:5]([Cl:14])=[O:6])#[N:2]. Reported procedure: A mixture of 2-cyanobenzoic acid (2 g, 13.6 mmol) and 15 ml of thionyl chloride was refluxed overnight. Excess thionyl chloride was removed in vacuo and the resultant 2-cyanobenzoyl chloride obtained as such as an off white solid was used in the above acylation.